From a dataset of the Open Reaction Database (ORD), a public repository of structured organic reaction records. describe an organic reaction: reactants, conditions, products, and yield Reactants: [Br-].C(C1=CC=CC=C1)=N[N+]1=C(N(C=C1)CC(C(C)(C)C)=O)C1=CC=C(C=C1)OC (1-(benzylideneamino)-2-(p-methoxyphenyl)-3-(pivaloylmethyl)imidazolium bromide), Br (hydrobromic acid). The solvent is O (water). The product is [Br-].N[N+]1=C(N(C=C1)CC(C(C)(C)C)=O)C1=CC=C(C=C1)OC (1-amino-2-(p-methoxyphenyl)-3-(pivaloylmethyl)imidazolium bromide). As a reaction SMILES: [Br-:1].C(=[N:9][N+:10]1[CH:14]=[CH:13][N:12]([CH2:15][C:16](=[O:21])[C:17]([CH3:20])([CH3:19])[CH3:18])[C:11]=1[C:22]1[CH:27]=[CH:26][C:25]([O:28][CH3:29])=[CH:24][CH:23]=1)C1C=CC=CC=1.Br>O>[Br-:1].[NH2:9][N+:10]1[CH:14]=[CH:13][N:12]([CH2:15][C:16](=[O:21])[C:17]([CH3:20])([CH3:19])[CH3:18])[C:11]=1[C:22]1[CH:27]=[CH:26][C:25]([O:28][CH3:29])=[CH:24][CH:23]=1 |f:0.1,4.5|. Procedure: 5.0 g of 1-(benzylideneamino)-2-(p-methoxyphenyl)-3-(pivaloylmethyl)imidazolium bromide are suspended in 300 ml of water. The suspension is then treated with 10 ml of 48 percent hydrobromic acid. The suspension is now subjected to a steam distillation until benzaldehyde no longer results. The solution is evaporated. The residue is treated with ethanol and the solvent is removed by distillation. There is obtained 1-amino-2-(p-methoxyphenyl)-3-(pivaloylmethyl)imidazolium bromide as an oil. The reactants are Cc1cc(Br)ccc1F, C1CCOC1, Cl, O=C1CCC(=O)O1. Yields the product Cc1cc(C(=O)CCC(=O)O)ccc1F. As a reaction SMILES: [Br:1][c:2]1[cH:3][c:4]([CH3:9])[c:5]([F:8])[cH:6][cH:7]1.[CH2:18]1[O:19][CH2:20][CH2:21][CH2:22]1.[ClH:17].[O:10]=[C:11]1[CH2:12][CH2:13][C:14](=[O:15])[O:16]1>>[c:2]1([C:14]([CH2:13][CH2:12][C:11](=[O:10])[OH:16])=[O:15])[cH:3][c:4]([CH3:9])[c:5]([F:8])[cH:6][cH:7]1. Reactants: [O-]Cl=O.[Na+] (NaClO2), NaH2PO4.H2O, C(=O)C=1N=C(NC1)C (4-formyl-2-methylimidazole), CC(C)=CC (2-methyl-2-butene), solution, CC(C)(C)O (tBuOH). Run in CCOC(=O)C (EtOAc), O (water), C1CCOC1 (THF), C1CCOC1 (THF). Conditions: time 3 hour. Yields the product CC=1NC=C(N1)C(=O)O (2-methyl-1H-imidazole-4-carboxylic acid). Isolated yield 97.0%. As a reaction SMILES: [O-]Cl=O.[Na+].[CH:5]([C:7]1[N:8]=[C:9]([CH3:12])[NH:10][CH:11]=1)=[O:6].CC(=CC)C.CC([OH:22])(C)C>O.C1COCC1.CCOC(C)=O>[CH3:12][C:9]1[NH:10][CH:11]=[C:7]([C:5]([OH:22])=[O:6])[N:8]=1 |f:0.1|. Procedure: A solution of NaClO2 (2.5 g, 27.5 mmol) and NaH2PO4.H2O (2.3 g, 16.3 mmol) in water (6.1 mL) was added to a solution of 4-formyl-2-methylimidazole (0.30 g, 2.72 mmol), 2-methyl-2-butene (17.0 mL of a 2M solution in THF, 34.0 mmol), tBuOH (2.0 mL), and THF (8.5 mL). The solution was stirred at RT for 3 h. EtOAc (10 mL) was added and the resulting solid was filtered and dried to provide 2-methyl-1H-imidazole-4-carboxylic acid (0.33 g, 97%) as a white solid which was used without further purificati... Reaction SMILES: [CH3:33][CH:34]([OH:35])[CH2:36][CH2:37][CH3:38].[CH:29]([OH:30])([CH3:31])[CH3:32].[Cl:1][c:2]1[cH:3][n:4][n:5][c:6]2[cH:7][c:8]([O:14][CH2:15][CH2:16][O:17][CH3:18])[c:9]([O:12][CH3:13])[cH:10][c:11]12.[F:19][c:20]1[c:21]([NH2:22])[cH:23][c:24]([OH:28])[c:25]([CH3:27])[cH:26]1>>[ClH:1].[c:2]1([NH:22][c:21]2[c:20]([F:19])[cH:26][c:25]([CH3:27])[c:24]([OH:28])[cH:23]2)[cH:3][n:4][n:5][c:6]2[cH:7][c:8]([O:14][CH2:15][CH2:16][O:17][CH3:18])[c:9]([O:12][CH3:13])[cH:10][c:11]12. Yields the product Cl, COCCOc1cc2nncc(Nc3cc(O)c(C)cc3F)c2cc1OC. The reactants are CCCC(C)O, CC(C)O, COCCOc1cc2nncc(Cl)c2cc1OC, Cc1cc(F)c(N)cc1O. Starting materials: FC(C=1C=C(C=C(C1)C(F)(F)F)[C@@H]1[C@@H](N(C(O1)=O)CC1=NC(=NC=C1Br)N1CC(C1)F)C)(F)F ((4S,5R)-5-[3,5-bis(trifluoromethyl)phenyl]-3-{[5-bromo-2-(3-fluoroazetidin-1-yl)pyrimidin-4-yl]methyl}-4-methyl-1,3-oxazolidin-2-one), FC(C=1C=C(C=C(C1)C(F)(F)F)[C@@H]1[C@@H](N(C(O1)=O)CC1=NC(=NC=C1Br)N1CC(C1)F)C)(F)F ((4S,5R)-5-[3,5-bis(trifluoromethyl)phenyl]-3-{[5-bromo-2-(3-fluoroazetidin-1-yl)pyrimidin-4-yl]methyl}-4-methyl-1,3-oxazolidin-2-one), ClC=1C=C(C(=NC1)OC)B(O)O (5-chloro-2-methoxypyridin-3-ylboronic acid), C(=O)([O-])[O-].[K+].[K+] (K2CO3). The reagents and catalysts are [Pd](Cl)Cl.C(C)(C)(C)P([C-]1C=CC=C1)C(C)(C)C.[C-]1(C=CC=C1)P(C(C)(C)C)C(C)(C)C.[Fe+2] (1,1′-bis(di-tert-butylphosphino)ferrocene palladium dichloride). Run at temperature 125 celsius. Product: FC(C=1C=C(C=C(C1)C(F)(F)F)[C@@H]1[C@@H](N(C(O1)=O)CC1=NC(=NC=C1C=1C(=NC=C(C1)Cl)OC)N1CC(C1)F)C)(F)F ((4S,5R)-5-[3,5-Bis(trifluoromethyl)phenyl]-3-{[5-(5-chloro-2-methoxypyridin-3-yl)-2-(3-fluoroazetidin-1-yl)pyrimidin-4-yl]methyl}-4-methyl-1,3-oxazolidin-2-one). As a reaction SMILES: [F:1][C:2]([F:34])([F:33])[C:3]1[CH:4]=[C:5]([C@H:13]2[O:17][C:16](=[O:18])[N:15]([CH2:19][C:20]3[C:25](Br)=[CH:24][N:23]=[C:22]([N:27]4[CH2:30][CH:29]([F:31])[CH2:28]4)[N:21]=3)[C@H:14]2[CH3:32])[CH:6]=[C:7]([C:9]([F:12])([F:11])[F:10])[CH:8]=1.[Cl:35][C:36]1[CH:37]=[C:38](B(O)O)[C:39]([O:42][CH3:43])=[N:40][CH:41]=1.C([O-])([O-])=O.[K+].[K+]>[Pd](Cl)Cl.C(P(C(C)(C)C)[C-]1C=CC=C1)(C)(C)C.[C-]1(P(C(C)(C)C)C(C)(C)C)C=CC=C1.[Fe+2]>[F:1][C:2]([F:34])([F:33])[C:3]1[CH:4]=[C:5]([C@H:13]2[O:17][C:16](=[O:18])[N:15]([CH2:19][C:20]3[C:25]([C:38]4[C:39]([O:42][CH3:43])=[N:40][CH:41]=[C:36]([Cl:35])[CH:37]=4)=[CH:24][N:23]=[C:22]([N:27]4[CH2:30][CH:29]([F:31])[CH2:28]4)[N:21]=3)[C@H:14]2[CH3:32])[CH:6]=[C:7]([C:9]([F:12])([F:11])[F:10])[CH:8]=1 |f:2.3.4,5.6.7.8|. Procedure details: (4S,5R)-5-[3,5-Bis(trifluoromethyl)phenyl]-3-{[5-bromo-2-(3-fluoroazetidin-1-yl)pyrimidin-4-yl]methyl}-4-methyl-1,3-oxazolidin-2-one (INTERMEDIATE 14, 425 mg, 0.763 mmol), 5-chloro-2-methoxypyridin-3-ylboronic acid (214 mg, 1.144 mmol), 1,1′-bis(di-tert-butylphosphino)ferrocene palladium dichloride (49.7 mg, 0.076 mmol) and K2CO3 (316 mg, 2.288 mmol) were added to a reaction vial that was evacuated and charged with nitrogen three times. The solid reactants were then mixed with THF (4 mL) and wat... Starting materials: C=CCOC1CC(NCC(O[Si](C)(C)C(C)(C)C)C(N)Cc2ccccc2)c2cc(Oc3ccccc3)ccc21, C=CCCC(C(=O)O)N(C)C(=O)CCCCC. Product: C=CCCC(C(=O)NC(Cc1ccccc1)C(CNC1CC(OCC=C)c2ccc(Oc3ccccc3)cc21)O[Si](C)(C)C(C)(C)C)N(C)C(=O)CCCCC. RXN SMILES: [CH2:18]([CH:19]=[CH2:20])[O:21][CH:22]1[CH2:23][CH:24]([NH:38][CH2:39][CH:40]([CH:41]([CH2:42][c:43]2[cH:44][cH:45][cH:46][cH:47][cH:48]2)[NH2:49])[O:50][Si:51]([CH3:52])([CH3:53])[C:54]([CH3:55])([CH3:56])[CH3:57])[c:25]2[cH:26][c:27]([O:31][c:32]3[cH:33][cH:34][cH:35][cH:36][cH:37]3)[cH:28][cH:29][c:30]21.[CH3:1][N:2]([C:3]([CH2:4][CH2:5][CH2:6][CH2:7][CH3:8])=[O:9])[CH:10]([C:11](=[O:12])[OH:13])[CH2:14][CH2:15][CH:16]=[CH2:17]>>[CH3:1][N:2]([C:3]([CH2:4][CH2:5][CH2:6][CH2:7][CH3:8])=[O:9])[CH:10]([C:11](=[O:13])[NH:49][CH:41]([CH:40]([CH2:39][NH:38][CH:24]1[CH2:23][CH:22]([O:21][CH2:18][CH:19]=[CH2:20])[c:30]2[c:25]1[cH:26][c:27]([O:31][c:32]1[cH:33][cH:34][cH:35][cH:36][cH:37]1)[cH:28][cH:29]2)[O:50][Si:51]([CH3:52])([CH3:53])[C:54]([CH3:55])([CH3:56])[CH3:57])[CH2:42][c:43]1[cH:44][cH:45][cH:46][cH:47][cH:48]1)[CH2:14][CH2:15][CH:16]=[CH2:17]. Starting materials: [Li]CCCC, C#CC(C)(C)OC1CCCCO1, CCCCCC, Cc1ccc(S(=O)(=O)OCC(C)C2CCC3C4CC=C5CC(OC6CCCCO6)CC(OC6CCCCO6)C5(C)C4CCC23C)cc1, C1COCCO1. The product is CC(CC#CC(C)(C)OC1CCCCO1)C1CCC2C3CC=C4CC(OC5CCCCO5)CC(OC5CCCCO5)C4(C)C3CCC12C. As a reaction SMILES: [CH2:13]([Li:14])[CH2:15][CH2:16][CH3:17].[CH3:1][C:2]([C:3]#[CH:4])([CH3:5])[O:6][CH:7]1[O:8][CH2:9][CH2:10][CH2:11][CH2:12]1.[CH3:71][CH2:72][CH2:73][CH2:74][CH2:75][CH3:76].[O:18]1[CH:19]([O:24][CH:25]2[CH2:26][CH:27]([O:58][CH:59]3[O:60][CH2:61][CH2:62][CH2:63][CH2:64]3)[CH2:28][C:29]3=[CH:30][CH2:31][CH:32]4[CH:33]5[CH2:34][CH2:35][CH:36]([CH:37]([CH2:38][O:39][S:40]([c:41]6[cH:42][cH:43][c:44]([CH3:45])[cH:46][cH:47]6)(=[O:48])=[O:49])[CH3:50])[C:51]5([CH3:57])[CH2:52][CH2:53][CH:54]4[C:55]23[CH3:56])[CH2:20][CH2:21][CH2:22][CH2:23]1.[O:65]1[CH2:66][CH2:67][O:68][CH2:69][CH2:70]1>>[CH3:1][C:2]([C:3]#[C:4][CH2:38][CH:37]([CH:36]1[CH2:35][CH2:34][CH:33]2[CH:32]3[CH2:31][CH:30]=[C:29]4[CH2:28][CH:27]([O:58][CH:59]5[O:60][CH2:61][CH2:62][CH2:63][CH2:64]5)[CH2:26][CH:25]([O:24][CH:19]5[O:18][CH2:23][CH2:22][CH2:21][CH2:20]5)[C:55]4([CH3:56])[CH:54]3[CH2:53][CH2:52][C:51]21[CH3:57])[CH3:50])([CH3:5])[O:6][CH:7]1[O:8][CH2:9][CH2:10][CH2:11][CH2:12]1.